Dataset: the Open Reaction Database (ORD), a public repository of structured organic reaction records. Task: describe an organic reaction: reactants, conditions, products, and yield Reactants: [H][H] (hydrogen), Cl.Cl.CC1(C=2C=CC(=NC2CCC1)OCC1=CC=CC=C1)N (5,6,7,8-Tetrahydro-5-methyl-2-(phenylmethoxy)-5-quinolinamine dihydrochloride), [H][H] (hydrogen). Reagents/catalysts: [Pd] (palladium-on-carbon). Solvent: C(C)O (ethanol). Product: Cl.NC1(C=2C=CC(NC2CCC1)=O)C (5,6,7,8-Tetrahydro-5-amino-5-methyl-2(1H)-quinolinone hydrochloride). Isolated yield 56.2%. RXN SMILES: [ClH:1].Cl.[CH3:3][C:4]1([NH2:22])[CH2:13][CH2:12][CH2:11][C:10]2[N:9]=[C:8]([O:14]CC3C=CC=CC=3)[CH:7]=[CH:6][C:5]1=2.[H][H]>C(O)C.[Pd]>[ClH:1].[NH2:22][C:4]1([CH3:3])[CH2:13][CH2:12][CH2:11][C:10]2[NH:9][C:8](=[O:14])[CH:7]=[CH:6][C:5]1=2 |f:0.1.2,6.7|. Procedure: 5,6,7,8-Tetrahydro-5-methyl-2-(phenylmethoxy)-5-quinolinamine dihydrochloride (9.5 g) and 10% palladium-on-carbon (730 mg) in absolute ethanol (500 ml) were shaken on a Parr hydrogenation apparatus, starting at 55 psi of hydrogen, until hydrogen uptake ceased. The catalyst was removed by filtration, and the filtrate was neutralized with 4-polyvinylpyridine and concentrated. The residue was suspended in hot methanol and the solid was collected. The solid was combined with the material that crysta...